From a dataset of the Open Reaction Database (ORD), a public repository of structured organic reaction records. describe an organic reaction: reactants, conditions, products, and yield The reactants are ClCC(=O)N1CC(OCC1)C(=O)OCC1=CC=CC=C1 (benzyl 4-(2-chloroacetyl)morpholine-2-carboxylate), [N-]=[N+]=[N-].[Na+] (Sodium azide). Yields the product N(=[N+]=[N-])CC(=O)N1CC(OCC1)C(=O)OCC1=CC=CC=C1 (Benzyl 4-(2-azidoacetyl)morpholine-2-carboxylate). Yield: 86.4%. Reaction SMILES: Cl[CH2:2][C:3]([N:5]1[CH2:10][CH2:9][O:8][CH:7]([C:11]([O:13][CH2:14][C:15]2[CH:20]=[CH:19][CH:18]=[CH:17][CH:16]=2)=[O:12])[CH2:6]1)=[O:4].[N-:21]=[N+:22]=[N-:23].[Na+]>>[N:21]([CH2:2][C:3]([N:5]1[CH2:10][CH2:9][O:8][CH:7]([C:11]([O:13][CH2:14][C:15]2[CH:20]=[CH:19][CH:18]=[CH:17][CH:16]=2)=[O:12])[CH2:6]1)=[O:4])=[N+:22]=[N-:23] |f:1.2|. Reported procedure: In a 25-mL round-bottom flask, the benzyl 4-(2-chloroacetyl)morpholine-2-carboxylate (0.262 g, 0.88 mmol) was dissolved in dmf (4 mL). Sodium azide (0.066 g, 1.0 mmol) was added, and the flask was placed in a 60 deg oil bath overnight. The reaction was concentrated, and the residue was taken up in 80% ether-hexane (60 mL) and the organic layer was extracted with dilute sodium bicarbonate (2×7 mL) then with saturated brine (7 mL), then was dried over magnesium sulfate, filtered, and concentrated.... Starting materials: ClC=1SC(=CN1)CNC(=N[N+](=O)[O-])N(C)C (1-(2-chloro-5-thiazolylmethyl)-3,3- dimethyl-2-nitroguanidine), [OH-].[Na+] (NaOH), CS(=O)(=O)Cl (methanesulphonyl chloride). The reagents and catalysts are CN(C1=CC=NC=C1)C (4-dimethylaminopyridine). Run in C(Cl)Cl (CH2Cl2). The product is ClC=1SC(=CN1)CN(C(=N[N+](=O)[O-])N(C)C)S(=O)(=O)C (1-(2-chloro-5-thiazolylmethyl)-3,3-dimethyl-l-methanesulphonyl-2-nitroguanidine). The yield is 41.1%. Reaction SMILES: [Cl:1][C:2]1[S:3][C:4]([CH2:7][NH:8][C:9]([N:14]([CH3:16])[CH3:15])=[N:10][N+:11]([O-:13])=[O:12])=[CH:5][N:6]=1.[OH-].[Na+].[CH3:19][S:20](Cl)(=[O:22])=[O:21]>CN(C)C1C=CN=CC=1.C(Cl)Cl>[Cl:1][C:2]1[S:3][C:4]([CH2:7][N:8]([S:20]([CH3:19])(=[O:22])=[O:21])[C:9]([N:14]([CH3:16])[CH3:15])=[N:10][N+:11]([O-:13])=[O:12])=[CH:5][N:6]=1 |f:1.2|. Procedure details: To a solution of 1-(2-chloro-5-thiazolylmethyl)-3,3- dimethyl-2-nitroguanidine (0.300 g) in an aqueous NaOH solution (NaOH (0.319 g) and water (10 ml)) were added CH2Cl2 (10 ml) and 4-dimethylaminopyridine (0.013 g). To the mixture was added methanesulphonyl chloride (0.391 g) dropwise at room temperature under stirring. After stirring for 30 minutes, the mixture was partitioned. The organic layer was dried over MgSO, and concentrated in vacuo. The resulting residue was applied to column chromat...